Dataset: the Open Reaction Database (ORD), a public repository of structured organic reaction records. Task: describe an organic reaction: reactants, conditions, products, and yield Starting materials: CC(=O)Nc1nc(C)c(-c2ccc(S(=O)(=O)Cl)s2)s1, CNC, CCN(C(C)C)C(C)C, CN(C)C=O. The product is CC(=O)Nc1nc(C)c(-c2ccc(S(=O)(=O)N(C)C)s2)s1. RXN SMILES: [C:1]([CH3:2])(=[O:3])[NH:4][c:5]1[s:6][c:7](-[c:11]2[cH:12][cH:13][c:14]([S:16](=[O:17])(=[O:18])[Cl:19])[s:15]2)[c:8]([CH3:10])[n:9]1.[CH3:20][NH:21][CH3:22].[CH:23]([N:24]([CH2:25][CH3:26])[CH:27]([CH3:28])[CH3:29])([CH3:30])[CH3:31].[O:32]=[CH:33][N:34]([CH3:35])[CH3:36]>>[C:1]([CH3:2])(=[O:3])[NH:4][c:5]1[s:6][c:7](-[c:11]2[cH:12][cH:13][c:14]([S:16](=[O:17])(=[O:18])[N:21]([CH3:20])[CH3:22])[s:15]2)[c:8]([CH3:10])[n:9]1. Starting materials: C=CC(=O)OC, CC(C)(C)O, COC(=O)CC(C[N+](=O)[O-])c1ccc(C)cc1, CCOCC, Cl. The product is COC(=O)CCC(C(CC(=O)OC)c1ccc(C)cc1)[N+](=O)[O-]. Reaction SMILES: [C:18]([CH:19]=[CH2:20])(=[O:21])[O:22][CH3:23].[C:25]([OH:26])([CH3:27])([CH3:28])[CH3:29].[CH3:1][O:2][C:3]([CH2:4][CH:5]([CH2:6][N+:7](=[O:8])[O-:9])[c:10]1[cH:11][cH:12][c:13]([CH3:16])[cH:14][cH:15]1)=[O:17].[CH3:30][CH2:31][O:32][CH2:33][CH3:34].[ClH:24]>>[CH3:1][O:2][C:3]([CH2:4][CH:5]([CH:6]([N+:7](=[O:8])[O-:9])[CH2:20][CH2:19][C:18](=[O:21])[O:22][CH3:23])[c:10]1[cH:11][cH:12][c:13]([CH3:16])[cH:14][cH:15]1)=[O:17]. Reactants: CO, [Li+], C1CCOC1, [OH-], O, CCOC(=O)c1cccc(NC(=O)NC2CN(C(=O)C(CC)CC)c3ccc(C)cc3N(CC(=O)c3ccccc3C)C2=O)c1. Yields the product CCC(CC)C(=O)N1CC(NC(=O)Nc2cccc(C(=O)O)c2)C(=O)N(CC(=O)c2ccccc2C)c2cc(C)ccc21. As a reaction SMILES: [CH3:54][OH:55].[Li+:48].[O:49]1[CH2:50][CH2:51][CH2:52][CH2:53]1.[OH-:47].[OH2:46].[c:1]1([CH3:45])[c:2]([C:7](=[O:8])[CH2:9][N:10]2[C:11](=[O:44])[CH:12]([NH:29][C:30](=[O:31])[NH:32][c:33]3[cH:34][c:35]([C:39](=[O:40])[O:41][CH2:42][CH3:43])[cH:36][cH:37][cH:38]3)[CH2:13][N:14]([C:22]([CH:23]([CH2:24][CH3:25])[CH2:26][CH3:27])=[O:28])[c:15]3[c:16]2[cH:17][c:18]([CH3:21])[cH:19][cH:20]3)[cH:3][cH:4][cH:5][cH:6]1>>[c:1]1([CH3:45])[c:2]([C:7](=[O:8])[CH2:9][N:10]2[C:11](=[O:44])[CH:12]([NH:29][C:30](=[O:31])[NH:32][c:33]3[cH:34][c:35]([C:39](=[O:40])[OH:41])[cH:36][cH:37][cH:38]3)[CH2:13][N:14]([C:22]([CH:23]([CH2:24][CH3:25])[CH2:26][CH3:27])=[O:28])[c:15]3[c:16]2[cH:17][c:18]([CH3:21])[cH:19][cH:20]3)[cH:3][cH:4][cH:5][cH:6]1.